This data is from the Open Reaction Database (ORD), a public repository of structured organic reaction records. The task is: describe an organic reaction: reactants, conditions, products, and yield As a reaction SMILES: [C:19].[CH3:17][OH:18].[ClH:16].[NH2:1][c:2]1[n:3][n:4](-[c:10]2[cH:11][cH:12][cH:13][cH:14][cH:15]2)[cH:5][c:6]1[N+:7]([O-:8])=[O:9].[Pd:20]>>[NH2:1][c:2]1[n:3][n:4](-[c:10]2[cH:11][cH:12][cH:13][cH:14][cH:15]2)[cH:5][c:6]1[NH2:7]. The reactants are C, CO, Cl, Nc1nn(-c2ccccc2)cc1[N+](=O)[O-], [Pd]. The product is Nc1cn(-c2ccccc2)nc1N. Reaction SMILES: [CH3:1][NH:2][C:3]([C:5]1[N:6]([CH3:32])[C:7]([CH2:20][NH:21][S:22]([C:25]2[C:26](C)=[CH:27][CH:28]=[CH:29][CH:30]=2)(=[O:24])=[O:23])=[CH:8][C:9](=[O:19])[C:10]=1[O:11]CC1C=CC=CC=1)=[O:4].[C:33]1(S(C(N)C2N(C)C(C(O)=O)=C(O)C(=O)C=2)(=O)=O)C=CC=CC=1>>[CH3:1][NH:2][C:3]([C:5]1[N:6]([CH3:32])[C:7]([CH2:20][NH:21][S:22]([C:25]2[CH:30]=[C:29]([CH3:33])[CH:28]=[CH:27][CH:26]=2)(=[O:23])=[O:24])=[CH:8][C:9](=[O:19])[C:10]=1[OH:11])=[O:4]. Reactants: CNC(=O)C=1N(C(=CC(C1OCC1=CC=CC=C1)=O)CNS(=O)(=O)C=1C(=CC=CC1)C)C (3-benzyloxy-1-methyl-4-oxo-6-[(toluene-2-sulfonylamino)-methyl]-1,4-dihydro-pyridine-2-carboxylic acid methylamide), C1(=CC=CC=C1)S(=O)(=O)C(C1=CC(C(=C(N1C)C(=O)O)O)=O)N (6-(benzene sulfonyl amino-methyl)-3-hydroxy-1-methyl-4-oxo-1,4-dihydro-pyridine-2-carboxylic acid). Isolated yield 16.8%. The product is CNC(=O)C=1N(C(=CC(C1O)=O)CNS(=O)(=O)C=1C=C(C=CC1)C)C (3-Hydroxy-1-methyl-4-oxo-6-[(toluene-3-sulfonylamino)-methyl]-1,4-dihydro-pyridine-2-carboxylic acid methylamide). Procedure: 3-Hydroxy-1-methyl-4-oxo-6-[(toluene-3-sulfonylamino)-methyl]-1,4-dihydro-pyridine-2-carboxylic acid methylamide (16-04) (35.0 mg, 16.76%, purified by Prep-HPLC) was synthesized as an off white solid from 3-benzyloxy-1-methyl-4-oxo-6-[(toluene-2-sulfonylamino)-methyl]-1,4-dihydro-pyridine-2-carboxylic acid methylamide (14-11) (260.0 mg, 0.571 mmol) following the procedure described for 6-(benzene sulfonyl amino-methyl)-3-hydroxy-1-methyl-4-oxo-1,4-dihydro-pyridine-2-carboxylic acid (14-01).